From a dataset of the Open Reaction Database (ORD), a public repository of structured organic reaction records. describe an organic reaction: reactants, conditions, products, and yield The reactants are N1C=CC2=C(C=CC=C12)C1=NOC(=N1)C1=CC=C(C=C1)C1=C(C=CC=C1)C(F)(F)F (3-(1H-Indol-4-yl)-5-(2′-(trifluoromethyl)biphenyl-4-yl)-1,2,4-oxadiazole), C(C)OC=1C=C(C=CC1OCC)C1=NC(=NO1)C1=C2C=CNC2=CC=C1 (5-(3,4-diethoxyphenyl)-3-(1H-indol-4-yl)-1,2,4-oxadiazole). The product is N1CCC2=C(C=CC=C12)C1=NOC(=N1)C1=CC=C(C=C1)C1=C(C=CC=C1)C(F)(F)F (3-(Indolin-4-yl)-5-(2′-(trifluoromethyl)biphenyl-4-yl)-1,2,4-oxadiazole). The yield is 99.0%. Reaction SMILES: [NH:1]1[C:9]2[C:4](=[C:5]([C:10]3[N:14]=[C:13]([C:15]4[CH:20]=[CH:19][C:18]([C:21]5[CH:26]=[CH:25][CH:24]=[CH:23][C:22]=5[C:27]([F:30])([F:29])[F:28])=[CH:17][CH:16]=4)[O:12][N:11]=3)[CH:6]=[CH:7][CH:8]=2)[CH:3]=[CH:2]1.C(OC1C=C(C2ON=C(C3C=CC=C4C=3C=CN4)N=2)C=CC=1OCC)C>>[NH:1]1[C:9]2[C:4](=[C:5]([C:10]3[N:14]=[C:13]([C:15]4[CH:16]=[CH:17][C:18]([C:21]5[CH:26]=[CH:25][CH:24]=[CH:23][C:22]=5[C:27]([F:30])([F:28])[F:29])=[CH:19][CH:20]=4)[O:12][N:11]=3)[CH:6]=[CH:7][CH:8]=2)[CH2:3][CH2:2]1. Reported procedure: When the product of Step C is substituted for 5-(3,4-diethoxyphenyl)-3-(1H-indol-4-yl)-1,2,4-oxadiazole in Example 34, Step C, the identical process afforded the title compound in 99% yield., as a colourless foam. 1H-NMR (CDCl3) 3.49 (tr, 2H, J=8.7 Hz); 3.66 (tr, 2H, J=8.7 Hz); 4.09 (broad s, 1H); 6.76 (d, 1H, J=7.6 Hz); 7.16 (tr, 1H, J=7.2 Hz); 7.34 (d, 1H, J=7.6 Hz); 7.4-7.63 (m, 5H); 7.77 (d, 1H, J=7.6 Hz); 8.24 (d, 1H, J=8.5 Hz). Reactants: Br, CCOP(OCC)OCC, CN1CC(=O)NC1=O, CCOCC, CC(=O)O. The product is CCOP(=O)(OCC)C1C(=O)NC(=O)N1C. Reaction SMILES: [Br:13].[CH2:14]([CH3:15])[O:16][P:17]([O:18][CH2:19][CH3:20])[O:21][CH2:22][CH3:23].[CH3:1][N:2]1[C:3](=[O:4])[NH:5][C:6](=[O:7])[CH2:8]1.[CH3:24][CH2:25][O:26][CH2:27][CH3:28].[CH3:9][C:10](=[O:11])[OH:12]>>[CH3:1][N:2]1[C:3](=[O:4])[NH:5][C:6](=[O:7])[CH:8]1[P:17]([O:16][CH2:14][CH3:15])([O:18][CH2:19][CH3:20])=[O:21]. Starting materials: COC(=O)C(CN1CCN(C(=O)OC(C)(C)C)CC1)NC(=O)OCc1ccccc1, CO, [H][H]. Product: COC(=O)C(N)CN1CCN(C(=O)OC(C)(C)C)CC1. Reaction SMILES: [C:1]([O:2][CH2:3][c:4]1[cH:5][cH:6][cH:7][cH:8][cH:9]1)(=[O:10])[NH:11][CH:12]([C:13](=[O:14])[O:15][CH3:16])[CH2:17][N:18]1[CH2:19][CH2:20][N:21]([C:24](=[O:25])[O:26][C:27]([CH3:28])([CH3:29])[CH3:30])[CH2:22][CH2:23]1.[CH3:33][OH:34].[H:31][H:32]>>[NH2:11][CH:12]([C:13](=[O:14])[O:15][CH3:16])[CH2:17][N:18]1[CH2:19][CH2:20][N:21]([C:24](=[O:25])[O:26][C:27]([CH3:28])([CH3:29])[CH3:30])[CH2:22][CH2:23]1. The reactants are ClC1=CC=C(C=C1)C=1C=C2CCC(NC2=CC1OC)=O (6-(4-chlorophenyl)-7-methoxy-3,4-dihydroquinolin-2(1H)-one), BrCC(=O)OC(C)(C)C (tert-butyl bromoacetate), [H-] (hydride). Solvent: CN(C=O)C (N,N-dimethylformamide), CN(C=O)C (N,N-dimethylformamide), CN(C=O)C (N,N-dimethylformamide). Conditions: time 30 minute. Product: ClC1=CC=C(C=C1)C=1C=C2CCC(N(C2=CC1OC)CC(=O)OC(C)(C)C)=O (tert-butyl 2-(6-(4-chlorophenyl)-7-methoxy-2-oxo-3,4-dihydroquinolin-1(2H)-yl)acetate). Reaction SMILES: [H-].[Cl:2][C:3]1[CH:8]=[CH:7][C:6]([C:9]2[CH:10]=[C:11]3[C:16](=[CH:17][C:18]=2[O:19][CH3:20])[NH:15][C:14](=[O:21])[CH2:13][CH2:12]3)=[CH:5][CH:4]=1.Br[CH2:23][C:24]([O:26][C:27]([CH3:30])([CH3:29])[CH3:28])=[O:25]>CN(C)C=O>[Cl:2][C:3]1[CH:4]=[CH:5][C:6]([C:9]2[CH:10]=[C:11]3[C:16](=[CH:17][C:18]=2[O:19][CH3:20])[N:15]([CH2:23][C:24]([O:26][C:27]([CH3:30])([CH3:29])[CH3:28])=[O:25])[C:14](=[O:21])[CH2:13][CH2:12]3)=[CH:7][CH:8]=1. Reported procedure: To a mixture of 95% dry sodium0 hydride (24 mg, 1.00 mmol) in anhydrous N,N-dimethylformamide (8 mL) at room temperature was added a solution of 6-(4-chlorophenyl)-7-methoxy-3,4-dihydroquinolin-2(1H)-one (7) (110 mg, 0.38 mmol) in N,N-dimethylformamide. The reaction mixture was stirred for 30 minutes under an atmosphere of dry N2, followed by addition of a solution of tert-butyl bromoacetate (390 mg, 2.00 mmol) in N,N-dimethylformamide (2 mL). The reaction mixture was stirred at room temperature... The reactants are N, COC(=O)COc1cccc2ncnc(Nc3ccc4c(cnn4Cc4ccccn4)c3)c12. Yields the product NC(=O)COc1cccc2ncnc(Nc3ccc4c(cnn4Cc4ccccn4)c3)c12. Reaction SMILES: [NH3:34].[n:1]1[c:2]([CH2:7][n:8]2[n:9][cH:10][c:11]3[cH:12][c:13]([NH:17][c:18]4[n:19][cH:20][n:21][c:22]5[cH:23][cH:24][cH:25][c:26]([O:28][CH2:29][C:30]([O:32][CH3:31])=[O:33])[c:27]45)[cH:14][cH:15][c:16]23)[cH:3][cH:4][cH:5][cH:6]1>>[n:1]1[c:2]([CH2:7][n:8]2[n:9][cH:10][c:11]3[cH:12][c:13]([NH:17][c:18]4[n:19][cH:20][n:21][c:22]5[cH:23][cH:24][cH:25][c:26]([O:28][CH2:29][C:30](=[O:32])[NH2:34])[c:27]45)[cH:14][cH:15][c:16]23)[cH:3][cH:4][cH:5][cH:6]1. Starting materials: O, OCc1ccccc1. Yields the product O=Cc1ccccc1. RXN SMILES: [O:9].[OH:1][CH2:2][c:3]1[cH:4][cH:5][cH:6][cH:7][cH:8]1>>[O:1]=[CH:2][c:3]1[cH:4][cH:5][cH:6][cH:7][cH:8]1. Starting materials: C(C)(C)(C)OC(N(C)CC1=CN(C(=C1)C=1C(=NC=CC1)F)S(=O)(=O)C=1C=NC(=CC1)C)=O (tert-butyl({5-(2-fluoropyridin-3-yl)-1-[(6-methylpyridin-3-yl)sulfonyl]-1H-pyrrol-3-yl}methyl)methylcarbamate), C(C)(=O)OCC.Cl (hydrogen chloride-ethyl acetate). Run in C(C)O (ethanol). Reaction conditions: time 2 hour. Product: FC1=NC=CC=C1C1=CC(=CN1S(=O)(=O)C=1C=NC(=CC1)C)CNC (1-{5-(2-fluoropyridin-3-yl)-1-[(6-methylpyridin-3-yl)sulfonyl]-1H-pyrrol-3-yl}-N-methylmethanamine). RXN SMILES: C(O[C:6](=O)[N:7]([CH2:9][C:10]1[CH:14]=[C:13]([C:15]2[C:16]([F:21])=[N:17][CH:18]=[CH:19][CH:20]=2)[N:12]([S:22]([C:25]2[CH:26]=[N:27][C:28]([CH3:31])=[CH:29][CH:30]=2)(=[O:24])=[O:23])[CH:11]=1)C)(C)(C)C.C(OCC)(=O)C.Cl>C(O)C>[F:21][C:16]1[C:15]([C:13]2[N:12]([S:22]([C:25]3[CH:26]=[N:27][C:28]([CH3:31])=[CH:29][CH:30]=3)(=[O:23])=[O:24])[CH:11]=[C:10]([CH2:9][NH:7][CH3:6])[CH:14]=2)=[CH:20][CH:19]=[CH:18][N:17]=1 |f:1.2|. Procedure: To a solution of tert-butyl({5-(2-fluoropyridin-3-yl)-1-[(6-methylpyridin-3-yl)sulfonyl]-1H-pyrrol-3-yl}methyl)methylcarbamate (86 mg) in ethanol (2 mL) was added a 4 mol/L hydrogen chloride-ethyl acetate solution (2 mL) at room temperature. The mixture was stirred for 2 hr, and concentrated under reduced pressure. The residue was basified with a saturated aqueous sodium hydrogencarbonate solution, and the mixture was extracted with ethyl acetate. The extract was washed successively with a satur... Starting materials: C(C1=CC=CC=C1)OC1=CC=C(OC2=C(C=C(C(=O)Cl)C=C2)NC=2C3=C(N=CN2)N=C(C=C3)C(C)C)C=C1 (4-(4-Benzyloxy-phenoxy)-3-(7-isopropyl-pyrido[2,3-d]pyrimidin-4-ylamino)-benzoyl chloride), NC=1C=C(C(=O)N)C=CC1 (3-Amino-benzamide). Procedure details: A solution of the product from Example 43D and 3-Amino-benzamide was reacted to provide 4-(4-Benzyloxy-phenoxy)-N-(3-carbamoyl-phenyl)-3-(7-isopropyl-pyrido[2,3-d]pyrimidin-4-ylamino)-benzamide using the procedure from Example 43E. The material was then deprotected using the procedure from Example 43F to provide the crude title compound which was purified by HPLC with TFA to provide the title compound as a trifluoroacetic acid salt (30 mg, 56%). 1H NMR (300 MHz, DMSO-D6) δ ppm: 1.35 (d, J=6.62 H... The product is C(C1=CC=CC=C1)OC1=CC=C(OC2=C(C=C(C(=O)NC3=CC(=CC=C3)C(N)=O)C=C2)NC=2C3=C(N=CN2)N=C(C=C3)C(C)C)C=C1 (4-(4-Benzyloxy-phenoxy)-N-(3-carbamoyl-phenyl)-3-(7-isopropyl-pyrido[2,3-d]pyrimidin-4-ylamino)-benzamide). Reaction SMILES: [CH2:1]([O:8][C:9]1[CH:38]=[CH:37][C:12]([O:13][C:14]2[CH:22]=[CH:21][C:17]([C:18](Cl)=[O:19])=[CH:16][C:15]=2[NH:23][C:24]2[C:25]3[CH:33]=[CH:32][C:31]([CH:34]([CH3:36])[CH3:35])=[N:30][C:26]=3[N:27]=[CH:28][N:29]=2)=[CH:11][CH:10]=1)[C:2]1[CH:7]=[CH:6][CH:5]=[CH:4][CH:3]=1.[NH2:39][C:40]1[CH:41]=[C:42]([CH:46]=[CH:47][CH:48]=1)[C:43]([NH2:45])=[O:44]>>[CH2:1]([O:8][C:9]1[CH:38]=[CH:37][C:12]([O:13][C:14]2[CH:22]=[CH:21][C:17]([C:18]([NH:39][C:40]3[CH:48]=[CH:47][CH:46]=[C:42]([C:43](=[O:44])[NH2:45])[CH:41]=3)=[O:19])=[CH:16][C:15]=2[NH:23][C:24]2[C:25]3[CH:33]=[CH:32][C:31]([CH:34]([CH3:36])[CH3:35])=[N:30][C:26]=3[N:27]=[CH:28][N:29]=2)=[CH:11][CH:10]=1)[C:2]1[CH:7]=[CH:6][CH:5]=[CH:4][CH:3]=1. The reactants are O (water), BrC1=C(C=CC(=C1)OC)OCC(OCC)OCC (2-bromo-1-(2,2-diethoxyethoxy)-4-methoxybenzene), [OH-].[Na+] (NaOH). Run in CCOC(=O)C (EtOAc), C1(=CC=CC=C1)C (toluene). Conditions: temperature 70 celsius. The product is BrC1=CC(=CC=2C=COC21)OC (7-bromo-5-methoxybenzofuran). Isolated yield 14.0%. RXN SMILES: [Br:1][C:2]1[CH:7]=[C:6]([O:8][CH3:9])[CH:5]=[CH:4][C:3]=1[O:10][CH2:11][CH:12](OCC)OCC.O.[OH-].[Na+]>C1(C)C=CC=CC=1.CCOC(C)=O>[Br:1][C:2]1[C:3]2[O:10][CH:11]=[CH:12][C:4]=2[CH:5]=[C:6]([O:8][CH3:9])[CH:7]=1 |f:2.3|. Procedure details: To a mixture of the product from step B (2.7 g, 8.5 mmol) in toluene (10 mL) was added PPA (1.0 mL). The reaction was heated at 70° C. for 1 hr. The reaction was cooled to room temperature. The mixture was diluted with EtOAc (200 mL) and the water phase was adjusted to pH 7-8 by NaOH (2 mol/L). The organic phase was washed with brine (50 mL), dried over anhydrous sodium sulfate and concentrated under reduced pressure. The residue was purified by silica column chromatography (eluted with PE) to a... Starting materials: C(#N)NC(=S)NC1=CC=CC=C1 (N-cyano-N'-phenylthiourea), N[C@H]1[C@@H](C(OC2=C1C=C(C=C2)C#N)(C)C)O ((3S-trans)-4-amino-3,4-dihydro-3-hydroxy-2,2-dimethyl-2H-1-benzopyran-6-carbonitrile), Cl.CN(CCCCCN=C=N)C (1-(3-dimethylaminopropyl)-2-ethylcarbodiimide hydrochloride). Solvent: CN(C=O)C (dimethylformamide). Conditions: time 2 hour. Product: C(#N)N=C(N[C@H]1[C@@H](C(OC2=C1C=C(C=C2)C#N)(C)C)O)NC2=CC=CC=C2 ((3S-trans)-N"-Cyano-N-(6-cyano-3,4-dihydro-3-hydroxy-2,2-dimethyl-2H-1-benzopyran-4-yl)-N'-phenylguanidine). Yield: 10.6%. Reaction SMILES: [C:1]([NH:3][C:4]([NH:6][C:7]1[CH:12]=[CH:11][CH:10]=[CH:9][CH:8]=1)=S)#[N:2].[NH2:13][C@@H:14]1[C:19]2[CH:20]=[C:21]([C:24]#[N:25])[CH:22]=[CH:23][C:18]=2[O:17][C:16]([CH3:27])([CH3:26])[C@H:15]1[OH:28].Cl.CN(C)CCCCCN=C=N>CN(C)C=O>[C:1]([N:3]=[C:4]([NH:6][C:7]1[CH:12]=[CH:11][CH:10]=[CH:9][CH:8]=1)[NH:13][C@@H:14]1[C:19]2[CH:20]=[C:21]([C:24]#[N:25])[CH:22]=[CH:23][C:18]=2[O:17][C:16]([CH3:26])([CH3:27])[C@H:15]1[OH:28])#[N:2] |f:2.3|. Reported procedure: To a solution of N-cyano-N'-phenylthiourea (2.11 g, 11.9 mmol) and (3S-trans)-4-amino-3,4-dihydro-3-hydroxy-2,2-dimethyl-2H-1-benzopyran-6-carbonitrile (2.0 g, 9.1 mmol), title B compound, in dimethylformamide (20 mL) under argon was added 1-(3-dimethylaminopropyl)-2-ethylcarbodiimide hydrochloride (2.23 g, 11.9 mmol) at room temperature. The reaction mixture was stirred at room temperature for 2 hours and then partitioned between 1N hydrochloric acid and ethyl acetate. The organic phase was sep...